This data is from the Open Reaction Database (ORD), a public repository of structured organic reaction records. The task is: describe an organic reaction: reactants, conditions, products, and yield Reactants: COc1ccccc1-c1nc2ccc(Br)cc2c(=O)[nH]1, CN(C)c1ccccc1, Cc1ccccc1, CCOC(C)=O, [Na+], O=C([O-])O, O, O=P(Cl)(Cl)Cl. The product is COc1ccccc1-c1nc(Cl)c2cc(Br)ccc2n1. Reaction SMILES: [Br:1][c:2]1[cH:3][c:4]2[c:5](=[O:20])[nH:6][c:7](-[c:12]3[c:13]([O:18][CH3:19])[cH:14][cH:15][cH:16][cH:17]3)[n:8][c:9]2[cH:10][cH:11]1.[CH3:26][N:27]([c:28]1[cH:29][cH:30][cH:31][cH:32][cH:33]1)[CH3:34].[CH3:40][c:41]1[cH:42][cH:43][cH:44][cH:45][cH:46]1.[CH3:47][CH2:48][O:49][C:50]([CH3:51])=[O:52].[Na+:39].[O-:35][C:36]([OH:37])=[O:38].[OH2:53].[P:21]([Cl:22])([Cl:23])([Cl:24])=[O:25]>>[Br:1][c:2]1[cH:3][c:4]2[c:5]([Cl:23])[n:6][c:7](-[c:12]3[c:13]([O:18][CH3:19])[cH:14][cH:15][cH:16][cH:17]3)[n:8][c:9]2[cH:10][cH:11]1. Reactants: N1C=CC2=CC=C(C=C12)C=O (indole-6-carboxaldehyde), C([O-])([O-])=O.[K+].[K+] (potassium carbonate), CC1=C(CCl)C(=CC=C1)C (2,6-dimethylbenzyl chloride). Solvent: CN(C=O)C (N,N-dimethylformamide). The product is CC1=C(CN2C=CC3=CC=C(C=C23)C=O)C(=CC=C1)C (1-(2,6-dimethylbenzyl)-1H-indole-6-carbaldehyde). The yield is 89.3%. Reaction SMILES: [NH:1]1[C:9]2[C:4](=[CH:5][CH:6]=[C:7]([CH:10]=[O:11])[CH:8]=2)[CH:3]=[CH:2]1.C(=O)([O-])[O-].[K+].[K+].[CH3:18][C:19]1[CH:26]=[CH:25][CH:24]=[C:23]([CH3:27])[C:20]=1[CH2:21]Cl>CN(C)C=O>[CH3:18][C:19]1[CH:26]=[CH:25][CH:24]=[C:23]([CH3:27])[C:20]=1[CH2:21][N:1]1[C:9]2[C:4](=[CH:5][CH:6]=[C:7]([CH:10]=[O:11])[CH:8]=2)[CH:3]=[CH:2]1 |f:1.2.3|. Reported procedure: To a solution of indole-6-carboxaldehyde (457 mg) in N,N-dimethylformamide (5 mL) were added potassium carbonate (936 mg) and 2,6-dimethylbenzyl chloride (752 mg) at room temperature, and then the reaction mixture was subjected to microwave irradiation at 160° C. for 30 minutes. The reaction mixture was quenched with water, and extracted with ethyl acetate. The obtained organic layer was dried over anhydrous sodium sulfate, filtered, and the filtrate was concentrated under reduced pressure. The ... Procedure details: 95g (0.39mol) of 4-pentanoylbromobenzene, 300ml of diethyleneglycol, 40ml (0.80mol) of 100% hydradine hydrate and 45g (0.80mol) of potassium hydroxide were heated at 130° C. for 1 hour and then at 180° C. with stirring for 3 hour. Water was added to the reaction solution and the organic layer was extracted with chloroform. After washing the extracted layer with water, the chloroform was removed by distillation. Then the residue was distilled under reduced pressure to yield 75.4g of 4-pentylbromo... Run at temperature 180 celsius, time 3 hour. As a reaction SMILES: [C:1]([C:7]1[CH:12]=[CH:11][C:10]([Br:13])=[CH:9][CH:8]=1)(=O)[CH2:2][CH2:3][CH2:4][CH3:5].C(O)COCCO.[OH-].[K+]>O>[CH2:1]([C:7]1[CH:8]=[CH:9][C:10]([Br:13])=[CH:11][CH:12]=1)[CH2:2][CH2:3][CH2:4][CH3:5] |f:2.3|. Reactants: 95g, C(CCCC)(=O)C1=CC=C(C=C1)Br (4-pentanoylbromobenzene), C(COCCO)O (diethyleneglycol), hydrate, 45g, [OH-].[K+] (potassium hydroxide). Solvent: O (Water). Product: C(CCCC)C1=CC=C(C=C1)Br (4-pentylbromobenzene). The reactants are ClC1=C(C=CC=C1)C1=C(C=C(C(=N1)NCC(C)C)C#N)C1=CC=C(C=C1)Cl (6-(2-chlorophenyl)-5-(4-chlorophenyl)-2-(isobutylamino)pyridine-3-carbonitrile), C[Mg+].[Br-] (MeMgBr), ClCC(=O)Cl (chloroacetyl chloride). Run in CCOC(=O)C (EtOAc), C1CCOC1 (THF). Reaction conditions: time 5 minute. The product is ClCC(=O)N(CC(C)C)C1=NC(=C(C=C1C#N)C1=CC=C(C=C1)Cl)C1=C(C=CC=C1)Cl (2-chloro-N-(6-(2-chlorophenyl)-5-(4-chlorophenyl)-3-cyanopyridin-2-yl)-N-isobutylacetamide). RXN SMILES: [Cl:1][C:2]1[CH:7]=[CH:6][CH:5]=[CH:4][C:3]=1[C:8]1[N:13]=[C:12]([NH:14][CH2:15][CH:16]([CH3:18])[CH3:17])[C:11]([C:19]#[N:20])=[CH:10][C:9]=1[C:21]1[CH:26]=[CH:25][C:24]([Cl:27])=[CH:23][CH:22]=1.C[Mg+].[Br-].[Cl:31][CH2:32][C:33](Cl)=[O:34]>C1COCC1.CCOC(C)=O>[Cl:31][CH2:32][C:33]([N:14]([C:12]1[C:11]([C:19]#[N:20])=[CH:10][C:9]([C:21]2[CH:22]=[CH:23][C:24]([Cl:27])=[CH:25][CH:26]=2)=[C:8]([C:3]2[CH:4]=[CH:5][CH:6]=[CH:7][C:2]=2[Cl:1])[N:13]=1)[CH2:15][CH:16]([CH3:18])[CH3:17])=[O:34] |f:1.2|. Procedure details: To the product of Step A EXAMPLE 27 (300 mg) in THF (5.0 mL) was added MeMgBr (0.92 mL, 1.4 M solution in toluene/THF 3:1) at 0° C. The reaction stirred for 5 minutes before adding chloroacetyl chloride (0.08 mL). The reaction stirred about 7 hours and was diluted with EtOAc, washed with 2 M aqueous HCl and brine. The dried solution (Na2SO4) was concentrated and purified via flash chromatography on silica gel gradient eluted with 0-15% EtOAc in hexane affording the title compound. HPLC/MS: 471.9... Starting materials: O=C1NCCOCCOCCNC(COCCOC1)=O (5,12-Dioxo-1,7,10,16-tetraoxa-4,13-diazacyclooctadecane), [H-].[H-].[H-].[H-].[Li+].[Al+3] (LiAlH4). The solvent is O1CCCC1 (tetrahydrofurane), O1CCCC1 (tetrahydrofurane). Product: O1CCNCCOCCOCCNCCOCC1 (1,7,10,16-Tetraoxa-4,13-diazacyclooctadecane). The yield is 80.0%. Reaction SMILES: O=[C:2]1[CH2:19][O:18][CH2:17][CH2:16][O:15][CH2:14][C:13](=O)[NH:12][CH2:11][CH2:10][O:9][CH2:8][CH2:7][O:6][CH2:5][CH2:4][NH:3]1.[H-].[H-].[H-].[H-].[Li+].[Al+3]>O1CCCC1>[O:6]1[CH2:7][CH2:8][O:9][CH2:10][CH2:11][NH:12][CH2:13][CH2:14][O:15][CH2:16][CH2:17][O:18][CH2:19][CH2:2][NH:3][CH2:4][CH2:5]1 |f:1.2.3.4.5.6|. Reported procedure: A solution of 18.5 g. of the diamide obtained in Example 3 in 450 ml. anhydrous tetrahydrofurane is slowly added to a mixture of 150 ml. anhydrous tetrahydrofurane and 12 g. LiAlH4 while stirring and heating at the reflux temperature. After the addition is completed, the mixture is stirred under reflux and under a nitrogen atmosphere for 24 hours. After cooling to room temperature the excess reagent is destroyed by adding a mixture of water and THF (1:2). The mixture is filtered and the filtrate... Reactants: O(C1=CC=CC=C1)C1=C(SC=C1)S(=O)(=O)Cl (3-phenoxythiophene-2-sulfonyl chloride), NC1=C(C(=NO1)C)Br (5-amino-4-bromo-3-methylisoxazole). The product is BrC=1C(=NOC1NS(=O)(=O)C=1SC=CC1OC1=CC=CC=C1)C (N-(4-bromo-3-methyl-5-isoxazolyl)-3-phenoxythiophene-2-sulfonamide), solid. The yield is 61.0%. RXN SMILES: [O:1]([C:8]1[CH:12]=[CH:11][S:10][C:9]=1[S:13](Cl)(=[O:15])=[O:14])[C:2]1[CH:7]=[CH:6][CH:5]=[CH:4][CH:3]=1.[NH2:17][C:18]1[O:22][N:21]=[C:20]([CH3:23])[C:19]=1[Br:24]>>[Br:24][C:19]1[C:20]([CH3:23])=[N:21][O:22][C:18]=1[NH:17][S:13]([C:9]1[S:10][CH:11]=[CH:12][C:8]=1[O:1][C:2]1[CH:7]=[CH:6][CH:5]=[CH:4][CH:3]=1)(=[O:15])=[O:14]. Reported procedure: N-(4-bromo-3-methyl-5-isoxazolyl)-3-phenoxythiophene-2-sulfonamide was prepared from 3-phenoxythiophene-2-sulfonyl chloride and 5-amino-4-bromo-3-methylisoxazole using the method described in Example 1. The product was recrystallized from acetonitrile/H2O to give a solid m.p. 121°-123° C., 61% yield.